From a dataset of the Open Reaction Database (ORD), a public repository of structured organic reaction records. describe an organic reaction: reactants, conditions, products, and yield Reactants: C(C1=CC=CC=C1)Cl (benzyl chloride), C(C)C1(NC(CC(C1C)O)(C)CC)C (2,6-diethyl-2,3,6-trimethyl-4-piperidinol), C(C)C1(NC(CC(C1C)O)(C)CC)C (2,6-diethyl-2,3,6-trimethyl-4-piperidinol), [H-].[Na+] (sodium hydride). Solvent: C1(=CC=CC=C1)C (toluene). The product is C(C1=CC=CC=C1)OC1C(C(NC(C1)(C)CC)(C)CC)C (4-benzyloxy-2,6-diethyl-2,3,6-trimethylpiperidine). Isolated yield 48.3%. Reaction SMILES: [CH2:1]([C:3]1([CH3:14])[CH:8]([CH3:9])[CH:7]([OH:10])[CH2:6][C:5]([CH2:12][CH3:13])([CH3:11])[NH:4]1)[CH3:2].[H-].[Na+].[CH2:17](Cl)[C:18]1[CH:23]=[CH:22][CH:21]=[CH:20][CH:19]=1>C1(C)C=CC=CC=1>[CH2:17]([O:10][CH:7]1[CH2:6][C:5]([CH2:12][CH3:13])([CH3:11])[NH:4][C:3]([CH2:1][CH3:2])([CH3:14])[CH:8]1[CH3:9])[C:18]1[CH:23]=[CH:22][CH:21]=[CH:20][CH:19]=1 |f:1.2|. Reported procedure: To a solution of 3.0 g of 2,6-diethyl-2,3,6-trimethyl-4-piperidinol (Compound 1) in 30 ml of dry toluene was added, at 0° - 5° C, 0.65 g of sodium hydride (purity 52.9%). The mixture was refluxed by heating for 6 hours. After cooling the mixture, 1.9 g of benzyl chloride were added dropwise at 0° - 5° C and the resulting mixture was refluxed by heating for 4 hours. The reaction mixture was then washed with water and dried over anhydrous magnesium sulphate; the solvent was then distilled off. The... Reactants: [BH4-], C=CCCC1(O)CCC2(CC1)OCCO2, CO, [Na+], OO[O-]. The product is OCCCC1(O)CCC2(CC1)OCCO2. Reaction SMILES: [BH4-:19].[CH2:1]1[CH2:2][O:3][C:4]2([CH2:5][CH2:6][C:7]([OH:10])([CH2:11][CH2:12][CH:13]=[CH2:14])[CH2:8][CH2:9]2)[O:15]1.[CH3:21][OH:22].[Na+:20].[O:16][O:17][O-:18]>>[CH2:1]1[CH2:2][O:3][C:4]2([CH2:5][CH2:6][C:7]([OH:10])([CH2:11][CH2:12][CH2:13][OH:17])[CH2:8][CH2:9]2)[O:15]1. The reactants are COC1=CC=C(C=CCO)C=C1 (p-methoxycinnamyl alcohol), C(C)I (ethyl iodide). Yields the product COC1=CC=C(C=CCOCC)C=C1 (ethyl p-methoxycinnamyl ether). The yield is 80.0%. RXN SMILES: [CH3:1][O:2][C:3]1[CH:12]=[CH:11][C:6]([CH:7]=[CH:8][CH2:9][OH:10])=[CH:5][CH:4]=1.[CH2:13](I)[CH3:14]>>[CH3:1][O:2][C:3]1[CH:12]=[CH:11][C:6]([CH:7]=[CH:8][CH2:9][O:10][CH2:13][CH3:14])=[CH:5][CH:4]=1. Procedure: Reaction of p-methoxycinnamyl alcohol with ethyl iodide in the same manner as described under Example III gave an 80% yield of ethyl p-methoxycinnamyl ether after molecular distillation (vacuum, 105° C): λmaxCCl4 6.1, 6.6, 6.75, 8.0, 8.55, 8.92, 9.55, 10.15, 10.8, and 12.05 μ. Reactants: C(C)(C)(C)OC(NC1=C(C=C(C(=C1)OCC)C(F)(F)F)N)=O ((2-amino-5-ethoxy-4-trifluoromethyl-phenyl)-carbamic acid tert-butyl ester), C(C)(C)(C)OC(CC(=O)C1=CC(=CC=C1)C=1C=NC(=CC1C)C)=O (3-[3-(4,6-dimethyl-pyridin-3-yl)-phenyl]-3-oxo-propionic acid tert-butyl ester). Yields the product C(C)(C)(C)OC(NC1=C(C=C(C(=C1)OCC)C(F)(F)F)NC(CC(=O)C1=CC(=CC=C1)C=1C=NC(=CC1C)C)=O)=O ((2-{3-[3-(4,6-Dimethyl-pyridin-3-yl)-phenyl]-3-oxo-propionylamino}-5-ethoxy-4-trifluoromethyl-phenyl)-carbamic acid tert-butyl ester), foam. Yield: 82.0%. Reaction SMILES: [C:1]([O:5][C:6](=[O:22])[NH:7][C:8]1[CH:13]=[C:12]([O:14][CH2:15][CH3:16])[C:11]([C:17]([F:20])([F:19])[F:18])=[CH:10][C:9]=1[NH2:21])([CH3:4])([CH3:3])[CH3:2].C([O:27][C:28](=O)[CH2:29][C:30]([C:32]1[CH:37]=[CH:36][CH:35]=[C:34]([C:38]2[CH:39]=[N:40][C:41]([CH3:45])=[CH:42][C:43]=2[CH3:44])[CH:33]=1)=[O:31])(C)(C)C>>[C:1]([O:5][C:6](=[O:22])[NH:7][C:8]1[CH:13]=[C:12]([O:14][CH2:15][CH3:16])[C:11]([C:17]([F:20])([F:19])[F:18])=[CH:10][C:9]=1[NH:21][C:28](=[O:27])[CH2:29][C:30]([C:32]1[CH:37]=[CH:36][CH:35]=[C:34]([C:38]2[CH:39]=[N:40][C:41]([CH3:45])=[CH:42][C:43]=2[CH3:44])[CH:33]=1)=[O:31])([CH3:2])([CH3:3])[CH3:4]. Procedure details: The title compound was prepared from (2-amino-5-ethoxy-4-trifluoromethyl-phenyl)-carbamic acid tert-butyl ester (Example J8) (240 mg, 0.75 mmol) and 3-[3-(4,6-dimethyl-pyridin-3-yl)-phenyl]-3-oxo-propionic acid tert-butyl ester (Example K32) (244 mg, 0.75 mmol) according to the general procedure M. Obtained as a light yellow foam (350 mg, 82%).